This data is from the Open Reaction Database (ORD), a public repository of structured organic reaction records. The task is: describe an organic reaction: reactants, conditions, products, and yield As a reaction SMILES: [Cl:1][C:2]1[CH:7]=[CH:6][CH:5]=[CH:4][CH:3]=1.I([O-])(=O)=O.[K+].[OH:13][S:14]([C:17]([F:20])([F:19])[F:18])(=[O:16])=[O:15].[O-]S(C(F)(F)F)(=O)=O.ClC1C=CC=CC=1[I+:36][C:37]1[CH:42]=[CH:41][C:40]([Cl:43])=[CH:39][CH:38]=1>C(OC(=O)C)(=O)C.C(Cl)Cl.O>[F:18][C:17]([F:20])([F:19])[S:14]([O-:16])(=[O:15])=[O:13].[Cl:1][C:2]1[CH:7]=[CH:6][C:5]([I+:36][C:37]2[CH:42]=[CH:41][C:40]([Cl:43])=[CH:39][CH:38]=2)=[CH:4][CH:3]=1 |f:1.2,4.5,9.10|. Procedure: To a mixture of 20.0 grams (178 mmol, 1 eq) of chlorobenzene in 30 mL of acetic anhydride and 19.0 grams (88.8 mmol, 0.5 eq) of potassium iodate cooled to 0° C. was added 26.7 grams (15.7 mL, 178 mmol, 1.0 eq) of triflic acid at such a rate that the reaction temperature did not exceed 0° C. The mixture was allowed to warm to room temperature slowly and stirred for 14 hours. Approximately 45 mL of water was added to the reaction mixture at 0°-20° C. followed by methylene chloride. The precipitate... The yield is 8.6%. Conditions: temperature 0 celsius, time 14 hour. Product: FC(S(=O)(=O)[O-])(F)F.ClC1=CC=C(C=C1)[I+]C1=CC=C(C=C1)Cl (Di(4-chlorophenyl)iodonium Trifluoromethanesulfonate). Solvent: O (water), C(C)(=O)OC(C)=O (acetic anhydride), C(Cl)Cl (methylene chloride), C(Cl)Cl (methylene chloride). Reactants: ClC1=CC=CC=C1 (chlorobenzene), I(=O)(=O)[O-].[K+] (potassium iodate), [O-]S(=O)(=O)C(F)(F)F.ClC1=C(C=CC=C1)[I+]C1=CC=C(C=C1)Cl (2-chlorophenyl-4-chlorophenyliodonium triflate), OS(=O)(=O)C(F)(F)F (triflic acid). Reactants: FC1=C(OC2=C(N)C=CC(=C2)C)C(=CC=C1)OC (2-(2-fluoro-6-methoxy-phenoxy)-4-methyl-aniline), NC=1SC=CN1 (2-aminothiazole), FC1=CC(=C(N)C=C1)OC1=C(C=CC=C1OC)F (4-fluoro-2-(2-fluoro-6-methoxyphenoxy)aniline), FC1=C(C(=CC=C1)OC)O (2-fluoro-6-methoxyphenol), FC=1C=C(C=CC1[N+](=O)[O-])C (3-fluoro-4-nitrotoluene). The product is [N+](=O)([O-])C1=C(C=CC=C1)C (nitrotoluene), FC1=C(OC2=C(C=CC(=C2)C)NC(=O)NC=2SC=CN2)C(=CC=C1)OC (1-[2-(2-Fluoro-6-methoxy-phenoxy)-4-methyl-phenyl]-3-thiazol-2-yl-urea). Yield: 65.0%. As a reaction SMILES: F[C:2]1C=CC=C(OC)[C:3]=1[OH:10].F[C:12]1[CH:13]=[C:14](C)[CH:15]=[CH:16][C:17]=1[N+:18]([O-:20])=[O:19].FC1C=CC(N)=C(OC2C(OC)=CC=CC=2F)C=1.[F:40][C:41]1[CH:55]=[CH:54][CH:53]=[C:52]([O:56][CH3:57])[C:42]=1[O:43][C:44]1[CH:50]=[C:49]([CH3:51])[CH:48]=[CH:47][C:45]=1[NH2:46].[NH2:58][C:59]1[S:60][CH:61]=[CH:62][N:63]=1>>[N+:18]([C:17]1[CH:16]=[CH:15][CH:14]=[CH:13][C:12]=1[CH3:2])([O-:20])=[O:19].[F:40][C:41]1[CH:55]=[CH:54][CH:53]=[C:52]([O:56][CH3:57])[C:42]=1[O:43][C:44]1[CH:50]=[C:49]([CH3:51])[CH:48]=[CH:47][C:45]=1[NH:46][C:3]([NH:58][C:59]1[S:60][CH:61]=[CH:62][N:63]=1)=[O:10]. Procedure: 3-2-fluoro-6-methoxyphenoxy)-nitrotoluene (0.9 g, 65%) was prepared from 2-fluoro-6-methoxyphenol (0.78 g, 5.5 mmol) and 3-fluoro-4-nitrotoluene (0.77 g, 5.0 mmol) following the general procedure A. This compound was reduced to 4-fluoro-2-(2-fluoro-6-methoxyphenoxy)aniline (0.58 g, 72%) following the general procedure C. 1-[2-(2-Fluoro-6-methoxy-phenoxy)-4-methyl-phenyl]-3-thiazol-2-yl-urea (122 mg, 65%) was prepared from 2-(2-fluoro-6-methoxy-phenoxy)-4-methyl-aniline (124 mg, 0.5 mmol) and 2-a... Reactants: C(#N)C1=CC=C(OCC(C)NC([C@@H](N)C(C)C)=O)C=C1 (N1 -[2-(4-cyanophenoxy)-1-methylethyl]-L-valinamide), CN1CCOCC1 (N-methylmorpholine), ClC(=O)OC1=CC(=C(C=C1)C)C (3,4-dimethylphenyl chloroformate), O (Water). The solvent is C(Cl)Cl (methylene chloride). Reaction conditions: time 15 hour. Yields the product C(#N)C1=CC=C(OCC(C)NC([C@@H](NC(=O)OC2=CC(=C(C=C2)C)C)C(C)C)=O)C=C1 (N1 -[2-(4-cyanophenoxy)-1-methylethyl]-N2 -(3,4-dimethylphenoxycarbonyl)-L-valinamide), crystal. Isolated yield 74.0%. Reaction SMILES: CN1CCOCC1.Cl[C:9]([O:11][C:12]1[CH:17]=[CH:16][C:15]([CH3:18])=[C:14]([CH3:19])[CH:13]=1)=[O:10].[C:20]([C:22]1[CH:39]=[CH:38][C:25]([O:26][CH2:27][CH:28]([NH:30][C:31](=[O:37])[C@H:32]([CH:34]([CH3:36])[CH3:35])[NH2:33])[CH3:29])=[CH:24][CH:23]=1)#[N:21].O>C(Cl)Cl>[C:20]([C:22]1[CH:23]=[CH:24][C:25]([O:26][CH2:27][CH:28]([NH:30][C:31](=[O:37])[C@H:32]([CH:34]([CH3:35])[CH3:36])[NH:33][C:9]([O:11][C:12]2[CH:17]=[CH:16][C:15]([CH3:18])=[C:14]([CH3:19])[CH:13]=2)=[O:10])[CH3:29])=[CH:38][CH:39]=1)#[N:21]. Procedure: 0.6 g of N-methylmorpholine, and subsequently 1.2 g of 3,4-dimethylphenyl chloroformate were added to a suspension containing 1.5 g of N1 -[2-(4-cyanophenoxy)-1-methylethyl]-L-valinamide suspended in 50 ml of methylene chloride at -15° C. The mixture was allowed to sit and warm naturally to room temperature and stirred for 15 hours at room temperature. Water was subsequently added to the reaction mixture. After the methylene chloride layer was washed with water, the organic layer was dried over ... Starting materials: CSc1ccc(C(CC2CCC2)C(=O)N(C)C(C)C(O)c2ccccc2)cc1Cl, C1COCCO1, O, O=S(=O)(O)O. Yields the product CSc1ccc(C(CC2CCC2)C(=O)O)cc1Cl. As a reaction SMILES: [Cl:1][c:2]1[cH:3][c:4]([CH:10]([C:11](=[O:12])[N:13]([CH:14]([CH3:15])[CH:16]([OH:17])[c:18]2[cH:19][cH:20][cH:21][cH:22][cH:23]2)[CH3:24])[CH2:25][CH:26]2[CH2:27][CH2:28][CH2:29]2)[cH:5][cH:6][c:7]1[S:8][CH3:9].[O:35]1[CH2:36][CH2:37][O:38][CH2:39][CH2:40]1.[OH2:41].[S:30]([OH:31])(=[O:32])(=[O:33])[OH:34]>>[Cl:1][c:2]1[cH:3][c:4]([CH:10]([C:11]([OH:12])=[O:31])[CH2:25][CH:26]2[CH2:27][CH2:28][CH2:29]2)[cH:5][cH:6][c:7]1[S:8][CH3:9].